From a dataset of the Open Reaction Database (ORD), a public repository of structured organic reaction records. describe an organic reaction: reactants, conditions, products, and yield The reactants are C1CCOC1 (THF), [OH-].[Na+] (sodium hydroxide), COC1=CC=C2C(=C(N(C2=C1)CC=1C=C(COC2(CCC2)C(=O)OCC)C=CC1)C)C(C1=CC=C(C=C1)C)=O (Ethyl 1-[(3-{[6-methoxy-2-methyl-3-(4-methyl-benzoyl)-1H-indol-1-yl]methyl}benzyl)oxy]cyclobutancarboxylate). Solvent: O (water), CO (methanol). Run at time 20 hour. Product: COC1=CC=C2C(=C(N(C2=C1)CC=1C=C(COC2(CCC2)C(=O)O)C=CC1)C)C(C1=CC=C(C=C1)C)=O (1-[(3-{[6-Methoxy-2-methyl-3-(4-methyl-benzoyl)-1H-indol-1-yl]methyl}benzyl)oxy]cyclobutanecarboxylic acid). The yield is 40.2%. As a reaction SMILES: [CH3:1][O:2][C:3]1[CH:11]=[C:10]2[C:6]([C:7]([C:31](=[O:39])[C:32]3[CH:37]=[CH:36][C:35]([CH3:38])=[CH:34][CH:33]=3)=[C:8]([CH3:30])[N:9]2[CH2:12][C:13]2[CH:14]=[C:15]([CH:27]=[CH:28][CH:29]=2)[CH2:16][O:17][C:18]2([C:22]([O:24]CC)=[O:23])[CH2:21][CH2:20][CH2:19]2)=[CH:5][CH:4]=1.C1COCC1.[OH-].[Na+]>CO.O>[CH3:1][O:2][C:3]1[CH:11]=[C:10]2[C:6]([C:7]([C:31](=[O:39])[C:32]3[CH:37]=[CH:36][C:35]([CH3:38])=[CH:34][CH:33]=3)=[C:8]([CH3:30])[N:9]2[CH2:12][C:13]2[CH:14]=[C:15]([CH:27]=[CH:28][CH:29]=2)[CH2:16][O:17][C:18]2([C:22]([OH:24])=[O:23])[CH2:21][CH2:20][CH2:19]2)=[CH:5][CH:4]=1 |f:2.3|. Procedure: The compound of Example 63-1 (14 mg, 0.03 mmol) was dissolved in methanol (1 ml) and THF (1 ml) and thereto was added 1N aqueous sodium hydroxide solution (1 ml), followed by stirring for 20 hours. The reaction mixture was diluted with water and washed with diethyl ether. The aqueous layer was adjusted to around pH 4 with 5% aqueous potassium hydrogen sulfate solution and the solution was extracted with ethyl acetate. The organic layer was washed with saturated brine, dried over anhydrous sodium... Reactants: O=C=NC1CC(CN=C=O)(CC(C1)(C)C)C (isophorone diisocyanate), C(C)(C)(C)C1=C(C(=CC(=C1)C)C(C)(C)C)O (2,6-di-t-butyl-4-methylphenol), diol, C1CO1 (ethylene oxide), C1C(C)O1 (1,2-propylene oxide), OCCOC(C=C)=O (hydroxyethylacrylate). Run at time 5 hour. The product is C(C=C)(=O)O.NC(=O)OCC (urethane acrylate). As a reaction SMILES: [O:1]=[C:2]=[N:3]C1CC(C)(C)CC(C)(CN=C=O)C1.C([C:21]1C=C(C)C=C(C(C)(C)C)[C:22]=1[OH:32])(C)(C)C.C1OC1.C1OC1C.OCC[O:43][C:44](=[O:47])[CH:45]=[CH2:46]>>[C:44]([OH:47])(=[O:43])[CH:45]=[CH2:46].[NH2:3][C:2]([O:32][CH2:22][CH3:21])=[O:1] |f:5.6|. Procedure: To a reaction vessel equipped with a stirrer, 100 gm of ARONIX M113 manufactured by Toagousei Chemicals, 124.7 gm of isophorone diisocyanate, 1 gm of dibutyltindilaurate, and 0.3 gm of 2,6-di-t-butyl-4-methylphenol were added. To this, 842.7 gm of a copolymerization diol of ethylene oxide and 1,2-propylene oxide [ethylene oxide: 1,2 propylene oxide=2:8 (by weight)] of a number average molecular weight of 2,000 was added while maintaining the temperature in the 40° to 50° C. range, and the mixtur... Product: CCOC(=O)N1CCN(C(=O)C(CCC(=O)NCC(=O)OC(C)(C)C)NC(=O)c2cc(OC)c3ccccc3n2)CC1. RXN SMILES: [C:36]([CH3:37])([CH3:38])([CH3:39])[O:40][C:41]([CH2:42][NH2:43])=[O:44].[CH2:1]([CH3:2])[O:3][C:4](=[O:5])[N:6]1[CH2:7][CH2:8][N:9]([C:12](=[O:13])[CH:14]([CH2:15][CH2:16][C:17](=[O:18])[OH:19])[NH:20][C:21](=[O:22])[c:23]2[n:24][c:25]3[cH:26][cH:27][cH:28][cH:29][c:30]3[c:31]([O:33][CH3:34])[cH:32]2)[CH2:10][CH2:11]1.[CH3:45][N:46]([CH3:47])[CH2:48][CH2:49][CH2:50][N:51]=[C:52]=[N:53][CH2:54][CH3:55].[CH:66]([N:67]([CH:68]([CH3:69])[CH3:70])[CH2:71][CH3:72])([CH3:73])[CH3:74].[ClH:35].[O:75]1[CH2:76][CH2:77][CH2:78][CH2:79]1.[OH:56][n:57]1[c:58]2[cH:59][cH:60][cH:61][cH:62][c:63]2[n:64][n:65]1>>[CH2:1]([CH3:2])[O:3][C:4](=[O:5])[N:6]1[CH2:7][CH2:8][N:9]([C:12](=[O:13])[CH:14]([CH2:15][CH2:16][C:17](=[O:18])[NH:43][CH2:42][C:41]([O:40][C:36]([CH3:37])([CH3:38])[CH3:39])=[O:44])[NH:20][C:21](=[O:22])[c:23]2[n:24][c:25]3[cH:26][cH:27][cH:28][cH:29][c:30]3[c:31]([O:33][CH3:34])[cH:32]2)[CH2:10][CH2:11]1. Reactants: CC(C)(C)OC(=O)CN, CCOC(=O)N1CCN(C(=O)C(CCC(=O)O)NC(=O)c2cc(OC)c3ccccc3n2)CC1, CCN=C=NCCCN(C)C, CCN(C(C)C)C(C)C, Cl, C1CCOC1, On1nnc2ccccc21. Reactants: Cl.FC(C(=O)O)C(CF)NCC1=CC=CC=C1 (2,4-difluoro 3-benzylaminobutyric acid, hydrochloride), O.C(C)O (water ethanol). The reagents and catalysts are [Pd] (palladium on charcoal). The solvent is C(C)(=O)O (acetic acid). Conditions: time 16 hour. Yields the product FC(C(=O)O)C(CF)N (2,4-DIFLUORO 3-AMINO BUTYRIC ACID). Isolated yield 70.0%. Reaction SMILES: Cl.[F:2][CH:3]([CH:7]([NH:10]CC1C=CC=CC=1)[CH2:8][F:9])[C:4]([OH:6])=[O:5].O.C(O)C>[Pd].C(O)(=O)C>[F:2][CH:3]([CH:7]([NH2:10])[CH2:8][F:9])[C:4]([OH:6])=[O:5] |f:0.1,2.3|. Procedure details: A mixture of 2,4-difluoro 3-benzylaminobutyric acid, hydrochloride prepared as in Step C (1.010 g, 3.84 mM) and 5% palladium on charcoal (type H, 0.150 g) in glacial acetic acid (30 ml) is shaken under hydrogen (60 psi) in a Parr hydrogenator for 16 hours at room temperature. Filtration of the catalyst, and removal of the solvent in vacuo yield a colourless oil. A first crystal crop was isolated by crystallisation from water/ethanol (0.185 g). A second crystal crop was obtained by passing the mo...